From a dataset of the Open Reaction Database (ORD), a public repository of structured organic reaction records. describe an organic reaction: reactants, conditions, products, and yield Reactants: [N+](=O)([O-])C1=C(C=CC=C1)C(C)=O (o-Nitroacetophenone), [Cl-].[Al+3].[Cl-].[Cl-] (aluminium chloride), BrBr (bromine). Solvent: CCOCC (ether). Reaction conditions: time 30 minute. The product is [N+](=O)([O-])C1=C(C(CBr)=O)C=CC=C1 (o-nitro phenacyl bromide). The yield is 77.4%. RXN SMILES: [N+:1]([C:4]1[CH:9]=[CH:8][CH:7]=[CH:6][C:5]=1[C:10](=[O:12])[CH3:11])([O-:3])=[O:2].[Cl-].[Al+3].[Cl-].[Cl-].[Br:17]Br>CCOCC>[N+:1]([C:4]1[CH:9]=[CH:8][CH:7]=[CH:6][C:5]=1[C:10](=[O:12])[CH2:11][Br:17])([O-:3])=[O:2] |f:1.2.3.4|. Reported procedure: o-Nitroacetophenone (8.3 g, 50 mmol) in ether (100 ml) was treated with aluminium chloride (catalytic amount) followed by bromine (2.55 ml, 50 mmol) over 10 mins and the reaction stirred for 30 mins. The reaction was quenched with aqueous sodium bicarbonate, the ether layer separated, dried (MgSO4) and evaporated under reduced pressure. The residue was taken up in ethyl acetate, the solution was dried (MgSO4), and evaporated under reduced pressure to yield o-nitro phenacyl bromide as a yellow oi... The reactants are C(C=C)(=O)Cl (acryloyl chloride), CN(C1CN(C1)C1=C(C=C(C(=C1)OC)NC1=NC=C(C(=N1)C1=CN(C2=CC=CC=C12)C)C)N)C (4-(3-dimethylaminoazetidin-1-yl)-6-methoxy-N-[5-methyl-4-(1-methylindol-3-yl)pyrimidin-2-yl]benzene-1,3-diamine), CN(C1CN(C1)C1=C(C=C(C(=C1)OC)NC1=NC=C(C(=N1)C1=CN(C2=CC=CC=C12)C)C)N)C (4-(3-dimethylaminoazetidin-1-yl)-6-methoxy-N-[5-methyl-4-(1-methylindol-3-yl)pyrimidin-2-yl]benzene-1,3-diamine). The solvent is CC#N (CH3CN), C(Cl)Cl (CH2Cl2), CO (CH3OH), C(Cl)Cl (CH2Cl2), C(Cl)Cl (CH2Cl2). Reaction conditions: temperature 0 celsius, time 1 hour. Product: CN(C1CN(C1)C1=C(C=C(C(=C1)OC)NC1=NC=C(C(=N1)C1=CN(C2=CC=CC=C12)C)C)NC(C=C)=O)C (N-(2-{3-Dimethylaminoazetidin-1-yl}-4-methoxy-5-{[5-methyl-4-(1-methylindol-3-yl)pyrimidin-2-yl]amino}phenyl)prop-2-enamide). The yield is 31.4%. As a reaction SMILES: [C:1](Cl)(=[O:4])[CH:2]=[CH2:3].[CH3:6][N:7]([CH3:39])[CH:8]1[CH2:11][N:10]([C:12]2[CH:17]=[C:16]([O:18][CH3:19])[C:15]([NH:20][C:21]3[N:26]=[C:25]([C:27]4[C:35]5[C:30](=[CH:31][CH:32]=[CH:33][CH:34]=5)[N:29]([CH3:36])[CH:28]=4)[C:24]([CH3:37])=[CH:23][N:22]=3)=[CH:14][C:13]=2[NH2:38])[CH2:9]1>C(Cl)Cl.CO.CC#N>[CH3:39][N:7]([CH3:6])[CH:8]1[CH2:9][N:10]([C:12]2[CH:17]=[C:16]([O:18][CH3:19])[C:15]([NH:20][C:21]3[N:26]=[C:25]([C:27]4[C:35]5[C:30](=[CH:31][CH:32]=[CH:33][CH:34]=5)[N:29]([CH3:36])[CH:28]=4)[C:24]([CH3:37])=[CH:23][N:22]=3)=[CH:14][C:13]=2[NH:38][C:1](=[O:4])[CH:2]=[CH2:3])[CH2:11]1. Reported procedure: A solution of acryloyl chloride (0.024 mL, 0.30 mmol) in CH2Cl2 (1 mL) was added dropwise to a stirred solution of 4-(3-dimethylaminoazetidin-1-yl)-6-methoxy-N-[5-methyl-4-(1-methylindol-3-yl)pyrimidin-2-yl]benzene-1,3-diamine (Intermediate 114, 130 mg, 0.28 mmol) in CH2Cl2 (5 mL), which was cooled in an ice/brine bath to approx 0° C. The mixture was stirred for 1 h, then diluted with CH2Cl2 (50 mL) and CH3OH (to fully dissolve suspension that had formed). This solution was then washed with sat.... Starting materials: Cl.NC1(CCCC1)CCl (1-amino-1-(chloromethyl)cyclopentane HCl salt), C(#N)C1=CC=C(C=C1)N=C=S (4-cyanophenyl isothiocyanate). The product is C(#N)C1=CC=C(C=C1)N=C1NC2(CS1)CCCC2 (2-(4-cyanophenylimino)-3-thia-1-azaspiro[4.4]nonane). As a reaction SMILES: Cl.[NH2:2][C:3]1([CH2:8]Cl)[CH2:7][CH2:6][CH2:5][CH2:4]1.[C:10]([C:12]1[CH:17]=[CH:16][C:15]([N:18]=[C:19]=[S:20])=[CH:14][CH:13]=1)#[N:11]>>[C:10]([C:12]1[CH:13]=[CH:14][C:15]([N:18]=[C:19]2[S:20][CH2:8][C:3]3([CH2:7][CH2:6][CH2:5][CH2:4]3)[NH:2]2)=[CH:16][CH:17]=1)#[N:11] |f:0.1|. Procedure details: 1-Amino-1-(hydroxymethyl)cyclopentane was synthesized as described in Method B1c. The 2-hydroxyethylamine was reacted with SOCl2 according to Method B7e to give 1-amino-1-(chloromethyl)cyclopentane HCl salt. The 2-chloroethylamine was reacted with 4-cyanophenyl isothiocyanate according to Method C1a to give 2-(4-cyanophenylimino)-3-thia-1-azaspiro[4.4]nonane. The thiazolidine was reacted with isobutyl bromide according to Method D2a to afford 1-isobutyl-2-(4-cyanophenylimino)-3-thia-1-azaspiro[4...